The task is: describe an organic reaction: reactants, conditions, products, and yield. This data is from the Open Reaction Database (ORD), a public repository of structured organic reaction records. Starting materials: O (water), BrC=1C=C(C=O)C=CC1 (3-bromobenzaldehyde), C(CO)O (1,2-ethyleneglycol), O.C1(=CC=C(C=C1)S(=O)(=O)O)C (p-toluenesulfonic acid hydrate). Solvent: C1=CC=CC=C1 (benzene). Product: O1C(OCC1)C=1C=C(C=CC1)Br (3-(1.3-Dioxolan-2-yl)bromobenzene), material. Isolated yield 86.0%. As a reaction SMILES: [Br:1][C:2]1[CH:3]=[C:4]([CH:7]=[CH:8][CH:9]=1)[CH:5]=[O:6].[CH2:10](O)[CH2:11][OH:12].O.C1(C)C=CC(S(O)(=O)=O)=CC=1.O>C1C=CC=CC=1>[O:6]1[CH2:10][CH2:11][O:12][CH:5]1[C:4]1[CH:3]=[C:2]([Br:1])[CH:9]=[CH:8][CH:7]=1 |f:2.3|. Reported procedure: A solution of 3-bromobenzaldehyde (15.87 g, 85.78 mmol), 1,2-ethyleneglycol (8.01 g, 128.7 mmol) and p-toluenesulfonic acid hydrate (100 mg ) in benzene (200 ml) was refluxed at 110° C. under nitrogen for 3 hours, and the water formed in the reaction was collected through a Dean Stark trap. The resulting solution was cooled to room temperature, and washed with 10% sodium hydroxide (2×100 ml), water (4×100 ml) and brine (1×100 ml), and dried over magnesium sulfate. Removal of the solvent under re... Starting materials: O=C1SC[C@H](N1)C(=O)O ((4R)-2-oxothiazolidine-4-carboxylic acid), [N+](=O)(O)[O-].[N+](=O)([O-])OC(CN)C (N-(2-nitrooxypropyl)amine nitrate). Yields the product [N+](=O)([O-])OC(CNC(=O)[C@H]1NC(SC1)=O)C ((4R)-N-(2-Nitrooxypropyl)-2-oxothiazolidine-4-carboxamide). RXN SMILES: [O:1]=[C:2]1[NH:6][C@H:5]([C:7]([OH:9])=O)[CH2:4][S:3]1.[N+]([O-])(O)=O.[N+:14]([O:17][CH:18]([CH3:21])[CH2:19][NH2:20])([O-:16])=[O:15]>>[N+:14]([O:17][CH:18]([CH3:21])[CH2:19][NH:20][C:7]([C@@H:5]1[CH2:4][S:3][C:2](=[O:1])[NH:6]1)=[O:9])([O-:16])=[O:15] |f:1.2|. Reported procedure: A procedure similar to that described in Example 1 was repeated, but using 2.0 g of (4R)-2-oxothiazolidine-4-carboxylic acid and 3.0 g of N-(2-nitrooxypropyl)amine nitrate, to obtain 24 mg of the title compound as pale yellow crystals, melting at 70°-72° C. (after recrystallization from ethanol). The reactants are CC(C)(C)OC(=O)N1CCC(CC1)CC=1C=C(C=CC1)C(=O)NCC=1C=CC(=C(C1)C1=CC(=CC=C1)CN1C[C@@H](N(CC1)C(=O)OC(C)(C)C)C)F (1,1-dimethylethyl (2S)-4-[(5′-{[({3-[(1-{[(1,1-dimethylethyl)oxy]carbonyl}-4-piperidinyl)methyl]phenyl}carbonyl)amino]methyl}-2′-fluoro-3-biphenylyl)methyl]-2-methyl-1-piperazinecarboxylate), [H-].[Na+] (NaH), BrCC1CCCCC1 ((bromomethyl)cyclohexane). Run in CN(C)C=O (DMF). Yields the product C1(CCCCC1)CN(C(C1=CC(=CC=C1)CC1CCNCC1)=O)CC=1C=C(C(=CC1)F)C1=CC(=CC=C1)CN1C[C@@H](NCC1)C (N-(cyclohexylmethyl)-N-[(6-fluoro-3′-{[(3S)-3-methyl-1-piperazinyl]methyl}-3-biphenylyl)methyl]-3-(4-piperidinylmethyl)benzamide). The yield is 19.5%. Reaction SMILES: CC(OC([N:8]1[CH2:13][CH2:12][CH:11]([CH2:14][C:15]2[CH:16]=[C:17]([C:21]([NH:23][CH2:24][C:25]3[CH:26]=[CH:27][C:28]([F:52])=[C:29]([C:31]4[CH:36]=[CH:35][CH:34]=[C:33]([CH2:37][N:38]5[CH2:43][CH2:42][N:41](C(OC(C)(C)C)=O)[C@@H:40]([CH3:51])[CH2:39]5)[CH:32]=4)[CH:30]=3)=[O:22])[CH:18]=[CH:19][CH:20]=2)[CH2:10][CH2:9]1)=O)(C)C.[H-].[Na+].Br[CH2:56][CH:57]1[CH2:62][CH2:61][CH2:60][CH2:59][CH2:58]1>CN(C=O)C>[CH:57]1([CH2:56][N:23]([CH2:24][C:25]2[CH:30]=[C:29]([C:31]3[CH:36]=[CH:35][CH:34]=[C:33]([CH2:37][N:38]4[CH2:43][CH2:42][NH:41][C@@H:40]([CH3:51])[CH2:39]4)[CH:32]=3)[C:28]([F:52])=[CH:27][CH:26]=2)[C:21](=[O:22])[C:17]2[CH:18]=[CH:19][CH:20]=[C:15]([CH2:14][CH:11]3[CH2:10][CH2:9][NH:8][CH2:13][CH2:12]3)[CH:16]=2)[CH2:62][CH2:61][CH2:60][CH2:59][CH2:58]1 |f:1.2|. Reported procedure: Following the general procedure outlined in Example 66, 1,1-dimethylethyl (2S)-4-[(5′-{[({3-[(1-{[(1,1-dimethylethyl)oxy]carbonyl}-4-piperidinyl)methyl]phenyl}carbonyl)amino]methyl}-2′-fluoro-3-biphenylyl)methyl]-2-methyl-1-piperazinecarboxylate (47.3 mg, 0.0662 mmol), NaH (6.62 mg, 0.262 mmol) and (bromomethyl)cyclohexane (0.0150 mL, 0.108 mmol) in DMF (1.0 mL) were reacted to give the desired product (7.9 mg, 19.6%). EI-MS m/z 611 (M−H)+. Reactants: C1(=CC=CC=C1)CCC(=O)NCC(=O)O ((3-phenyl-propionylamino)-acetic acid), C1(=CC=CC=C1)C(C1=CC(=CC=C1)C(F)(F)F)N (rac-C-phenyl-C-(3-trifluoromethyl-phenyl)-methylamine). The product is C1(=CC=CC=C1)CCC(=O)NCC(NC(C1=CC(=CC=C1)C(F)(F)F)C1=CC=CC=C1)=O (rac-3-Phenyl-N-({[phenyl-(3-trifluoromethyl-phenyl)-methyl]-carbamoyl}-methyl)-propionamide). As a reaction SMILES: [C:1]1([CH2:7][CH2:8][C:9]([NH:11][CH2:12][C:13]([OH:15])=O)=[O:10])[CH:6]=[CH:5][CH:4]=[CH:3][CH:2]=1.[C:16]1([CH:22]([NH2:33])[C:23]2[CH:28]=[CH:27][CH:26]=[C:25]([C:29]([F:32])([F:31])[F:30])[CH:24]=2)[CH:21]=[CH:20][CH:19]=[CH:18][CH:17]=1>>[C:1]1([CH2:7][CH2:8][C:9]([NH:11][CH2:12][C:13](=[O:15])[NH:33][CH:22]([C:16]2[CH:17]=[CH:18][CH:19]=[CH:20][CH:21]=2)[C:23]2[CH:28]=[CH:27][CH:26]=[C:25]([C:29]([F:30])([F:31])[F:32])[CH:24]=2)=[O:10])[CH:2]=[CH:3][CH:4]=[CH:5][CH:6]=1. Procedure details: Prepared in analogy to example 1.1 from (3-phenyl-propionylamino)-acetic acid (CA [56613-60-6]) and rac-C-phenyl-C-(3-trifluoromethyl-phenyl)-methylamine (CA [70428-92-1]). The reactants are C(#N)C1=CC2=C(N(C=N2)C2=CC=CC=C2)C(=C1)I (5-cyano-7-iodo-1-phenylbenzimidazole), CC1=CC(=C(C(=C1)[N+](=O)[O-])O)[N+](=O)[O-] (4-methyl-2,6-dinitrophenol). The product is IC1=CC(=CC2=C1N(C=N2)C2=CC=CC=C2)C (7-iodo-5-methyl-1-phenylbenzimidazole). The yield is 16.0%. As a reaction SMILES: [C:1]([C:3]1[CH:17]=[C:16]([I:18])[C:6]2[N:7]([C:10]3[CH:15]=[CH:14][CH:13]=[CH:12][CH:11]=3)[CH:8]=[N:9][C:5]=2[CH:4]=1)#N.CC1C=C([N+]([O-])=O)C(O)=C([N+]([O-])=O)C=1>>[I:18][C:16]1[C:6]2[N:7]([C:10]3[CH:15]=[CH:14][CH:13]=[CH:12][CH:11]=3)[CH:8]=[N:9][C:5]=2[CH:4]=[C:3]([CH3:1])[CH:17]=1. Procedure: This was prepared in a similar manner to 5-cyano-7-iodo-1-phenylbenzimidazole, using 4-methyl-2,6-dinitrophenol as starting material to realise the desired product (1.45 g, 16%) m/z, 335.1 (M+H)+. The reactants are C(C)(C)(C)O[AlH-](OC(C)(C)C)OC(C)(C)C.[Li+] (lithium tri-tert-butoxyaluminohydride), CC1(CC(C(CC1)=O)CC=C)C (4,4-dimethyl-2-(2-propenyl)cyclohexanone). Run in C(C)(=O)OCC (ethyl acetate), O1CCCC1 (tetrahydrofuran). Reaction conditions: time 2 hour. Product: CC1(C[C@H]([C@@H](CC1)O)CC=C)C ((1R*,2R*)-4,4-dimethyl-2-(2-propenyl)cyclohexanol). Isolated yield 73.1%. Reaction SMILES: C(O[AlH-](OC(C)(C)C)OC(C)(C)C)(C)(C)C.[Li+].[CH3:18][C:19]1([CH3:29])[CH2:24][CH2:23][C:22](=[O:25])[CH:21]([CH2:26][CH:27]=[CH2:28])[CH2:20]1>O1CCCC1.C(OCC)(=O)C>[CH3:18][C:19]1([CH3:29])[CH2:24][CH2:23][C@@H:22]([OH:25])[C@H:21]([CH2:26][CH:27]=[CH2:28])[CH2:20]1 |f:0.1|. Procedure details: To a solution of lithium tri-tert-butoxyaluminohydride (460 mg) in dry tetrahydrofuran (3.5 ml) there was added a solution of 4,4-dimethyl-2-(2-propenyl)cyclohexanone (250 mg) at 0° C., and the mixture was stirred at room temperature for 2 hrs. The reaction was quenched by addition of water. The pH of the mixture was adjusted to pH 7 with 0.1N hydrochloric acid. The mixture was extracted with diethyl ether, and the combined organic layers were washed with brine, dried over anhydrous sodium sulfa... Reactants: CCCCCC=CCCCBr, CC(=O)O, CN1CCCC1c1cccnc1. Product: [Br-], CCCCCC=CCCC[n+]1cccc(C2CCCN2C)c1. Reaction SMILES: [Br:13][CH2:14][CH2:15][CH2:16][CH:17]=[CH:18][CH2:19][CH2:20][CH2:21][CH2:22][CH3:23].[C:24]([OH:25])(=[O:26])[CH3:27].[CH:1]1([c:7]2[cH:8][cH:9][cH:10][n:11][cH:12]2)[CH2:2][CH2:3][CH2:4][N:5]1[CH3:6]>>[Br-:13].[CH:1]1([c:7]2[cH:8][cH:9][cH:10][n+:11]([CH2:14][CH2:15][CH2:16][CH:17]=[CH:18][CH2:19][CH2:20][CH2:21][CH2:22][CH3:23])[cH:12]2)[CH2:2][CH2:3][CH2:4][N:5]1[CH3:6].